This data is from the Open Reaction Database (ORD), a public repository of structured organic reaction records. The task is: describe an organic reaction: reactants, conditions, products, and yield Product: C(C1=CC=CC=C1)N1N=NC(=C1)C1=CNC=2N=CN=CC21 (5-(1-benzyl-1H-1,2,3-triazol-4-yl)-7H-pyrrolo[2,3-d]pyrimidine). Solvent: CO (methanol). Reaction conditions: time 18 hour. RXN SMILES: C(=O)([O-])[O-].[K+].[K+].[CH2:7]([N:14]1[CH:18]=[C:17]([C:19]2[C:27]3[CH:26]=[N:25][CH:24]=[N:23][C:22]=3[N:21](C(OC(C)(C)C)=O)[CH:20]=2)[N:16]=[N:15]1)[C:8]1[CH:13]=[CH:12][CH:11]=[CH:10][CH:9]=1>CO>[CH2:7]([N:14]1[CH:18]=[C:17]([C:19]2[C:27]3[CH:26]=[N:25][CH:24]=[N:23][C:22]=3[NH:21][CH:20]=2)[N:16]=[N:15]1)[C:8]1[CH:13]=[CH:12][CH:11]=[CH:10][CH:9]=1 |f:0.1.2|. Procedure: 17 mg (0.13 mmol) of potassium carbonate were added to a solution of 13 mg (0.035 mmol) of tert-butyl 5-(1-benzyl-1H-1,2,3-triazol-4-yl)pyrrolo[2,3-d]pyrimidine-7-carboxylate in 10 ml of methanol, and the mixture was stirred at room temperature for 18 hours. The reaction mixture was evaporated, and the residue was purified by preparative HPLC, giving 5-(1-benzyl-1H-1,2,3-triazol-4-yl)-7H-pyrrolo[2,3-d]pyrimidine as colourless solid; HPLC/MS: 1.48 min, [M+H] 277; Reactants: C([O-])([O-])=O.[K+].[K+] (potassium carbonate), C(C1=CC=CC=C1)N1N=NC(=C1)C1=CN(C=2N=CN=CC21)C(=O)OC(C)(C)C (tert-butyl 5-(1-benzyl-1H-1,2,3-triazol-4-yl)pyrrolo[2,3-d]pyrimidine-7-carboxylate). The reactants are C1(=CC=CC=C1)CCC(=O)Cl (3-phenylpropionyl chloride), C(CCC)[Li] (butyllithium), solution, C(C1=CC=CC=C1)[C@@H]1NC(OC1)=O ((4S)-(-)-4-benzyl-2-oxazolidinone), [Cl-].[Na+] (sodium chloride). The solvent is O1CCCC1 (tetrahydrofuran), CCCCCC (hexane), O1CCCC1 (tetrahydrofuran). Reaction conditions: time 30 minute. The product is C(C1=CC=CC=C1)[C@@H]1N(C(OC1)=O)C(CCC1=CC=CC=C1)=O ((4S)-(-)-4-Benzyl-N-(3-phenylpropionyl)-2-oxazolidinone). Isolated yield 77.6%. As a reaction SMILES: C([Li])CCC.[CH2:6]([C@H:13]1[CH2:17][O:16][C:15](=[O:18])[NH:14]1)[C:7]1[CH:12]=[CH:11][CH:10]=[CH:9][CH:8]=1.[C:19]1([CH2:25][CH2:26][C:27](Cl)=[O:28])[CH:24]=[CH:23][CH:22]=[CH:21][CH:20]=1.[Cl-].[Na+]>CCCCCC.O1CCCC1>[CH2:6]([C@H:13]1[CH2:17][O:16][C:15](=[O:18])[N:14]1[C:27](=[O:28])[CH2:26][CH2:25][C:19]1[CH:24]=[CH:23][CH:22]=[CH:21][CH:20]=1)[C:7]1[CH:8]=[CH:9][CH:10]=[CH:11][CH:12]=1 |f:3.4|. Procedure: 48.1 ml (77 mmole) of butyllithium (as a 1.6M solution in hexane) were added dropwise, at -78° C. and under an atmosphere of nitrogen, to a solution of 12.41 g (70 mmole) of (4S)-(-)-4-benzyl-2-oxazolidinone in 200 ml of anhydrous tetrahydrofuran, and the mixture was stirred for 30 minutes. At the end of this time, a solution of 13.0 g (77 mmole) of 3-phenylpropionyl chloride in 100 ml of anhydrous tetrahydrofuran was slowly added dropwise to the mixture, and the mixture was stirred for 1 hour. ... Starting materials: CC=1N=CC(=NC1)N1CCC(CC1)C1CCNCC1 (1-(5-methylpyrazin-2-yl)-4,4′-bipiperidine), ClC1=NC(=CC(=N1)Cl)C (2,4-dichloro-6-methyl-pyrimidine), N12CCCCCC2=NCCC1 (1,8-diazabicyclo[5.4.0]-undec-7-ene). The solvent is C(C)(=O)OCC (ethyl acetate), CN1CCCC1=O (NMP). Reaction conditions: temperature -20 celsius, time 10 minute. The product is ClC1=NC(=CC(=N1)N1CCC(CC1)C1CCN(CC1)C1=NC=C(N=C1)C)C (1-(2-chloro-6-methylpyrimidin-4-yl)-1′-(5-methylpyrazin-2-yl)-4,4′-bipiperidine). As a reaction SMILES: [CH3:1][C:2]1[N:3]=[CH:4][C:5]([N:8]2[CH2:13][CH2:12][CH:11]([CH:14]3[CH2:19][CH2:18][NH:17][CH2:16][CH2:15]3)[CH2:10][CH2:9]2)=[N:6][CH:7]=1.[Cl:20][C:21]1[N:26]=[C:25](Cl)[CH:24]=[C:23]([CH3:28])[N:22]=1.N12CCCN=C1CCCCC2>CN1C(=O)CCC1.C(OCC)(=O)C>[Cl:20][C:21]1[N:26]=[C:25]([N:17]2[CH2:18][CH2:19][CH:14]([CH:11]3[CH2:12][CH2:13][N:8]([C:5]4[CH:4]=[N:3][C:2]([CH3:1])=[CH:7][N:6]=4)[CH2:9][CH2:10]3)[CH2:15][CH2:16]2)[CH:24]=[C:23]([CH3:28])[N:22]=1. Procedure: The 1-(5-methylpyrazin-2-yl)-4,4′-bipiperidine (720 mg, 2.8 mmol) and 2,4-dichloro-6-methyl-pyrimidine (502 mg, 3.1 mmol) were dissolved in NMP (30 mL), and the solution cooled to −20° C. The 1,8-diazabicyclo[5.4.0]-undec-7-ene (4.2 mL, 28 mmol) was added drop-wise and the solution stirred for 10 minutes. The mixture was diluted with ethyl acetate (50 mL), washed with brine (30 mL×2), dried over magnesium sulfate, filtered and concentrated in vac. The residue was purified by chromatography on si...